From a dataset of the Open Reaction Database (ORD), a public repository of structured organic reaction records. describe an organic reaction: reactants, conditions, products, and yield Reactants: Cl.ClCC1=NC2=CC=CC=C2C=C1 (2-chloromethylquinoline hydrochloride), C(CN)N (ethylenediamine), C([O-])([O-])=O.[K+].[K+] (potassium carbonate). Solvent: C(C)#N (acetonitrile). Yields the product N1=C(C=CC2=CC=CC=C12)CN(CCN(CC1=NC2=CC=CC=C2C=C1)CC1=NC2=CC=CC=C2C=C1)CC1=NC2=CC=CC=C2C=C1 (N,N,N′,N′-tetrakis(2-quinolylmethyl)ethylenediamine). Isolated yield 89.6%. As a reaction SMILES: Cl.Cl[CH2:3][C:4]1[CH:13]=[CH:12][C:11]2[C:6](=[CH:7][CH:8]=[CH:9][CH:10]=2)[N:5]=1.[CH2:14]([NH2:17])[CH2:15][NH2:16].C(=O)([O-])[O-].[K+].[K+]>C(#N)C>[N:5]1[C:6]2[C:11](=[CH:10][CH:9]=[CH:8][CH:7]=2)[CH:12]=[CH:13][C:4]=1[CH2:3][N:16]([CH2:3][C:4]1[CH:13]=[CH:12][C:11]2[C:6](=[CH:7][CH:8]=[CH:9][CH:10]=2)[N:5]=1)[CH2:15][CH2:14][N:17]([CH2:3][C:4]1[CH:13]=[CH:12][C:11]2[C:6](=[CH:7][CH:8]=[CH:9][CH:10]=2)[N:5]=1)[CH2:3][C:4]1[CH:13]=[CH:12][C:11]2[C:6](=[CH:7][CH:8]=[CH:9][CH:10]=2)[N:5]=1 |f:0.1,3.4.5|. Reported procedure: A mixture of 2-chloromethylquinoline hydrochloride (1.07 g, 5 mmol), ethylenediamine (75.0 mg 1.25 mmol), potassium carbonate (2.07 g, 15 mmol) and acetonitrile (10 mL) was refluxed by heating for 48 hours. The solvent was evaporated under reduced pressure, and then the residue was separated by phase separation using chloroform and water. The organic layer was dried, and the solvent was evaporated. The residue was washed with acetone to obtain the objective compound as white powder (0.70 g, 89%)...